This data is from the Open Reaction Database (ORD), a public repository of structured organic reaction records. The task is: describe an organic reaction: reactants, conditions, products, and yield Starting materials: CN(C)C=O, Clc1ncnc2[nH]cc(I)c12, [H-], [H][H], [Na+], O, Cc1ccc(S(=O)(=O)OC2CCOC2)cc1. The product is Clc1ncnc2c1c(I)cn2C1CCOC1. RXN SMILES: [CH3:32][N:33]([CH3:34])[CH:35]=[O:36].[Cl:1][c:2]1[c:3]2[c:4]([n:5][cH:6][n:7]1)[nH:8][cH:9][c:10]2[I:11].[H-:12].[H:14][H:15].[Na+:13].[OH2:37].[S:16]([O:17][CH:27]1[CH2:28][O:29][CH2:30][CH2:31]1)([c:18]1[cH:19][cH:20][c:21]([CH3:22])[cH:23][cH:24]1)(=[O:25])=[O:26]>>[Cl:1][c:2]1[c:3]2[c:4]([n:5][cH:6][n:7]1)[n:8]([CH:27]1[CH2:28][O:29][CH2:30][CH2:31]1)[cH:9][c:10]2[I:11]. The reactants are C(O)([O-])=O.[Na+] (sodium hydrogen carbonate), COC=1C=C2C(=CC=NC2=CC1OC)OC1=CC=C(C=C1)N (6,7-Dimethoxy-4-(4-aminophenoxy)quinoline), FC(C=1C=C(N)C=C(C1)C(F)(F)F)(F)F (3,5-Bis(trifluoromethyl)aniline), ClC(Cl)(OC(OC(Cl)(Cl)Cl)=O)Cl (triphosgene). Solvent: C1(=CC=CC=C1)C (toluene), C(C)N(CC)CC (triethylamine). Product: FC(C=1C=C(C=C(C1)C(F)(F)F)NC(=O)NC1=CC=C(C=C1)OC1=CC=NC2=CC(=C(C=C12)OC)OC)(F)F (N-[3,5-Bis(trifluoromethyl)phenyl]-N'-{4-[(6,7-dimethoxy-4-quinolyl)oxy]phenyl}urea). The yield is 58.0%. RXN SMILES: [CH3:1][O:2][C:3]1[CH:4]=[C:5]2[C:10](=[CH:11][C:12]=1[O:13][CH3:14])[N:9]=[CH:8][CH:7]=[C:6]2[O:15][C:16]1[CH:21]=[CH:20][C:19]([NH2:22])=[CH:18][CH:17]=1.ClC(Cl)(O[C:27](=[O:33])OC(Cl)(Cl)Cl)Cl.[F:35][C:36]([F:49])([F:48])[C:37]1[CH:38]=[C:39]([CH:41]=[C:42]([C:44]([F:47])([F:46])[F:45])[CH:43]=1)[NH2:40].C(=O)([O-])O.[Na+]>C1(C)C=CC=CC=1.C(N(CC)CC)C>[F:35][C:36]([F:48])([F:49])[C:37]1[CH:38]=[C:39]([NH:40][C:27]([NH:22][C:19]2[CH:18]=[CH:17][C:16]([O:15][C:6]3[C:5]4[C:10](=[CH:11][C:12]([O:13][CH3:14])=[C:3]([O:2][CH3:1])[CH:4]=4)[N:9]=[CH:8][CH:7]=3)=[CH:21][CH:20]=2)=[O:33])[CH:41]=[C:42]([C:44]([F:45])([F:47])[F:46])[CH:43]=1 |f:3.4|. Reported procedure: 6,7-Dimethoxy-4-(4-aminophenoxy)quinoline (50 mg) was dissolved in toluene (5 ml) with heat, after the addition of triethylamine (1 ml), triphosgene (55 mg) was added, and the admixture was refluxed with heat for 3 minutes. 3,5-Bis(trifluoromethyl)aniline (116 mg) was added to the reaction mixture, and the admixture was refluxed with heat for 20 minutes. After the addition of aqueous sodium hydrogen carbonate, the reaction mixture was extracted 2 times with ethyl acetate, and the organic layer w... Reported procedure: 1-(2,4-dichloro-benzyl)-4-hydroxy-1H-pyridin-2-one synthesized in Example 14 was dissolved in DMF followed by adding NaH and benzyl bromide to obtain 4-benzyloxy-1-(2,4-dichloro-benzyl)-1H-pyridin-2-one and the titled compound in the ratio of 1:1. Starting materials: [H-].[Na+] (NaH), C(C1=CC=CC=C1)Br (benzyl bromide), ClC1=C(CN2C(C=C(C=C2)O)=O)C=CC(=C1)Cl (1-(2,4-dichloro-benzyl)-4-hydroxy-1H-pyridin-2-one). Yields the product C(C1=CC=CC=C1)OC1=CC(N(C=C1)CC1=C(C=C(C=C1)Cl)Cl)=O (4-benzyloxy-1-(2,4-dichloro-benzyl)-1H-pyridin-2-one). Reaction SMILES: [Cl:1][C:2]1[CH:16]=[C:15]([Cl:17])[CH:14]=[CH:13][C:3]=1[CH2:4][N:5]1[CH:10]=[CH:9][C:8]([OH:11])=[CH:7][C:6]1=[O:12].[H-].[Na+].[CH2:20](Br)[C:21]1[CH:26]=[CH:25][CH:24]=[CH:23][CH:22]=1>CN(C=O)C>[CH2:20]([O:11][C:8]1[CH:9]=[CH:10][N:5]([CH2:4][C:3]2[CH:13]=[CH:14][C:15]([Cl:17])=[CH:16][C:2]=2[Cl:1])[C:6](=[O:12])[CH:7]=1)[C:21]1[CH:26]=[CH:25][CH:24]=[CH:23][CH:22]=1 |f:1.2|. Run in CN(C)C=O (DMF). Starting materials: N1=C(C=CC=C1)C#CCCCO (5-(2-Pyridyl)-4-pentyn-1-ol). Reagents/catalysts: [Rh] (rhodium on carbon). Yields the product N1C(CCCC1)CCCCCO (5-(2-piperidyl)-pentan-1-ol). RXN SMILES: [N:1]1[CH:6]=[CH:5][CH:4]=[CH:3][C:2]=1[C:7]#[C:8][CH2:9][CH2:10][CH2:11][OH:12]>[Rh]>[NH:1]1[CH2:6][CH2:5][CH2:4][CH2:3][CH:2]1[CH2:7][CH2:8][CH2:9][CH2:10][CH2:11][OH:12]. Reported procedure: 5-(2-Pyridyl)-4-pentyn-1-ol, prepared as in Example 41, is reduced by hydrogenating using rhodium on carbon as catalyst to give 5-(2-piperidyl)-pentan-1-ol. Treating that intermediate with methyl iodide and sodium hydride gives the N-methyl compound. Brominating, reacting the bromo compound with t-butyl lithium and 5-trimethylsilyl-3-furaldehyde, then oxidizing by the procedure of Example 41 gives 4-[1-acetoxy-6-(N-methylpiperidyl)hexyl]-5-hydroxy-2(5H)-furanone. Reactants: C1CCOC1, CI, CN(C)C=O, Cl, [H-], [Na+], O, CC1(C)CCC(C)(C)c2cc(-c3ccc4cc(C(=O)O)cc(O)c4c3)ccc21. Product: COc1cc(C(=O)O)cc2ccc(-c3ccc4c(c3)C(C)(C)CCC4(C)C)cc12. Reaction SMILES: [CH2:34]1[O:35][CH2:36][CH2:37][CH2:38]1.[CH3:31][I:32].[CH3:40][N:41]([CH3:42])[CH:43]=[O:44].[ClH:33].[H-:29].[Na+:30].[OH2:39].[OH:1][c:2]1[cH:3][c:4]([C:26](=[O:27])[OH:28])[cH:5][c:6]2[cH:7][cH:8][c:9](-[c:12]3[cH:13][c:14]4[c:19]([cH:20][cH:21]3)[C:18]([CH3:22])([CH3:23])[CH2:17][CH2:16][C:15]4([CH3:24])[CH3:25])[cH:10][c:11]12>>[O:1]([c:2]1[cH:3][c:4]([C:26](=[O:27])[OH:28])[cH:5][c:6]2[cH:7][cH:8][c:9](-[c:12]3[cH:13][c:14]4[c:19]([cH:20][cH:21]3)[C:18]([CH3:22])([CH3:23])[CH2:17][CH2:16][C:15]4([CH3:24])[CH3:25])[cH:10][c:11]12)[CH3:31]. Starting materials: [Cl-].[Al+3].[Cl-].[Cl-] (aluminum chloride), C1(CCCC(=O)O1)=O (glutaric anhydride), FC1=CC=CC=C1 (fluorobenzene), O (water). Solvent: ClCCl (dichloromethane), ClCCl (dichloromethane). Run at temperature 0 celsius, time 15 hour. The product is FC1=CC=C(C=C1)C(CCCC(=O)O)=O (4-Fluoro-δ-oxobenzenepentanoic Acid), crystals. The yield is 57.5%. Reaction SMILES: [Cl-].[Al+3].[Cl-].[Cl-].[C:5]1(=[O:12])[O:11][C:9](=[O:10])[CH2:8][CH2:7][CH2:6]1.[F:13][C:14]1[CH:19]=[CH:18][CH:17]=[CH:16][CH:15]=1.O>ClCCl>[F:13][C:14]1[CH:19]=[CH:18][C:17]([C:9](=[O:10])[CH2:8][CH2:7][CH2:6][C:5]([OH:11])=[O:12])=[CH:16][CH:15]=1 |f:0.1.2.3|. Reported procedure: A suspension of 22.32 g (0.167 mol) of aluminum chloride in 35 ml of dichloromethane is prepared. It is cooled to 0° C. and a mixture of 8.3 g (0.0728 mol) of glutaric anhydride (dihydro-2H-pyran-2,6(3H)-dione) and 8.4 ml (0.0895 mol) of fluorobenzene in 20 ml of dichloromethane is added slowly. The mixture is stirred for 15 hours at room temperature and then hydrolyzed in acidified iced water. The precipitated product is filtered off, washed with water and then dried under reduced pressure. The... The reactants are 2d, 2'- and 3'-OH, N (ammonia), NN1CC(CCC1)OC1=CC=CC=C1 (1-amino-3-phenoxypiperidine), C(C1=CC=CC=C1)(=O)O[C@H]1[C@@H](O[C@@H]([C@H]1OC(C1=CC=CC=C1)=O)COC(C1=CC=CC=C1)=O)N1C2=NC(=NC(=C2N=C1)Cl)Cl (9-(2',3',5'tri-O-benzoyl-β-D-ribofuranosyl)-2,6-dichloro-9H-purine). The product is ClC=1N=C(C=2N=CN([C@H]3[C@H](O)[C@H](O)[C@@H](CO)O3)C2N1)NN1CC(CCC1)OC1=CC=CC=C1 (2-Chloro-N-(3-phenoxy-1-piperidinyl)adenosine), O(C1=CC=CC=C1)C1CNCCC1 (3-Phenoxypiperidine). Procedure details: 2-Chloro-N-(3-phenoxy-1-piperidinyl)adenosine was prepared according to method A as described in Example 6 by reacting 1-amino-3-phenoxypiperidine (0.60 g, 3.4 mmol) with 9-(2',3',5'tri-O-benzoyl-β-D-ribofuranosyl)-2,6-dichloro-9H-purine (2.0 g, 3.2 mmol), followed by debenzoylation of the purified product using methanolic ammonia. This provided the desired compound (0.65 g, 43%) (after column chromatography) as a foam, 1H NMR (DMSO-d6) δ3.53-3.60 (1H, m, H-5'), 3.64-3.72 (1H, m, H-5'b), 3.96 (1... Isolated yield 215.7%. RXN SMILES: [NH2:1][N:2]1[CH2:7][CH2:6][CH2:5][CH:4]([O:8][C:9]2[CH:14]=[CH:13][CH:12]=[CH:11][CH:10]=2)[CH2:3]1.C([O:23][C@@H:24]1[C@H:28]([O:29]C(=O)C2C=CC=CC=2)[C@@H:27]([CH2:38][O:39]C(=O)C2C=CC=CC=2)[O:26][C@H:25]1[N:48]1[CH:56]=[N:55][C:54]2[C:49]1=[N:50][C:51]([Cl:58])=[N:52][C:53]=2Cl)(=O)C1C=CC=CC=1.N>>[Cl:58][C:51]1[N:52]=[C:53]([NH:1][N:2]2[CH2:7][CH2:6][CH2:5][CH:4]([O:8][C:9]3[CH:14]=[CH:13][CH:12]=[CH:11][CH:10]=3)[CH2:3]2)[C:54]2[N:55]=[CH:56][N:48]([C:49]=2[N:50]=1)[C@@H:25]1[O:26][C@H:27]([CH2:38][OH:39])[C@@H:28]([OH:29])[C@H:24]1[OH:23].[O:8]([CH:4]1[CH2:5][CH2:6][CH2:7][NH:2][CH2:3]1)[C:9]1[CH:10]=[CH:11][CH:12]=[CH:13][CH:14]=1. Reactants: C(C)OC(=O)O[C@H]1C[C@@H](CC2=CC[C@H]3[C@@H]4CC[C@H]([C@@H](CCCC(C)(C)O)C)[C@]4(CC[C@@H]3[C@@]12C)C)OC(=O)OCC (1α,3β-diethoxycarbonyloxy-25-hydroxycholesta-5-ene), BrN1C(=O)N(C(=O)C1(C)C)Br (1,3-dibromo-5,5-dimethylhydantoin), CC1=CC(=NC(=C1)C)C (s-collidine). The solvent is CCCCCC (hexane), C=1(C(=CC=CC1)C)C (xylene), C=1(C(=CC=CC1)C)C (Xylene), C(C)OC(C)=O (ethylacetate). Run at temperature 95 celsius, time 20 minute. The product is C(C)OC(=O)O[C@H]1C[C@@H](CC2=CC=C3[C@@H]4CC[C@H]([C@@H](CCCC(C)(C)O)C)[C@]4(CC[C@@H]3[C@@]12C)C)OC(=O)OCC (1α,3β-diethoxycarbonyloxy-25-hydroxycholesta-5,7-diene). Yield: 86.1%. Reaction SMILES: [CH2:1]([O:3][C:4]([O:6][C@@H:7]1[C@@:32]2([CH3:33])[C:11](=[CH:12][CH2:13][C@@H:14]3[C@@H:31]2[CH2:30][CH2:29][C@@:28]2([CH3:34])[C@H:15]3[CH2:16][CH2:17][C@@H:18]2[C@H:19]([CH3:27])[CH2:20][CH2:21][CH2:22][C:23]([OH:26])([CH3:25])[CH3:24])[CH2:10][C@@H:9]([O:35][C:36]([O:38][CH2:39][CH3:40])=[O:37])[CH2:8]1)=[O:5])[CH3:2].BrN1C(C)(C)C(=O)N(Br)C1=O.CC1C=C(C)N=C(C)C=1>CCCCCC.C1(C)C(C)=CC=CC=1.C(OC(=O)C)C>[CH2:1]([O:3][C:4]([O:6][C@@H:7]1[C@@:32]2([CH3:33])[C:11](=[CH:12][CH:13]=[C:14]3[C@@H:31]2[CH2:30][CH2:29][C@@:28]2([CH3:34])[C@H:15]3[CH2:16][CH2:17][C@@H:18]2[C@H:19]([CH3:27])[CH2:20][CH2:21][CH2:22][C:23]([OH:26])([CH3:25])[CH3:24])[CH2:10][C@@H:9]([O:35][C:36]([O:38][CH2:39][CH3:40])=[O:37])[CH2:8]1)=[O:5])[CH3:2]. Procedure: To a solution of 1α,3β-diethoxycarbonyloxy-25-hydroxycholesta-5-ene (562 mg, 1 m mole) in dry hexane (10 m), 1,3-dibromo-5,5-dimethylhydantoin (172 mg, 0.6 m moles) was added dropwise under stirring and heating at oil bath temperature of 95° C., and the mixture was continued to react under the irradiation of infrared rays for 15 minutes. The reaction mixture was cooled, and the resulting precipitate was removed by filtration, the filtrate was concentrated at reduced pressure at 40° C. to afford ... Starting materials: CCO, Cn1nc(-c2ncc(Cl)cc2F)c([N+](=O)[O-])c1OC(F)F, [H][H], C1CCOC1. The product is Cn1nc(-c2ncc(Cl)cc2F)c(N)c1OC(F)F. RXN SMILES: [CH3:29][CH2:30][OH:31].[F:1][c:2]1[c:3](-[c:9]2[n:10][n:11]([CH3:21])[c:12]([O:17][CH:18]([F:19])[F:20])[c:13]2[N+:14]([O-:15])=[O:16])[n:4][cH:5][c:6]([Cl:8])[cH:7]1.[H:27][H:28].[O:22]1[CH2:23][CH2:24][CH2:25][CH2:26]1>>[F:1][c:2]1[c:3](-[c:9]2[n:10][n:11]([CH3:21])[c:12]([O:17][CH:18]([F:19])[F:20])[c:13]2[NH2:14])[n:4][cH:5][c:6]([Cl:8])[cH:7]1.